This data is from the Open Reaction Database (ORD), a public repository of structured organic reaction records. The task is: describe an organic reaction: reactants, conditions, products, and yield Reactants: O (water), [H-].[Na+] (sodium hydride), C(C1=CC=CC=C1)Br (benzyl bromide), ClC1=C(NC2=C(C=CC=C2)C=C(SC)S(=O)C)C(=CC=C1)Cl (1-[o-(2,6-dichloroanilino)phenyl]-2-methylsulfinyl-2-methylthioethylene). Solvent: CN(C)C=O (DMF). Run at temperature 80 celsius, time 1 hour. Yields the product C(C1=CC=CC=C1)N(C1=C(C=CC=C1Cl)Cl)C1=C(C=CC=C1)C=C(SC)S(=O)C (1-[N-benzyl-o-(2,6-dichloroanilino)phenyl]-2-methylsulfinyl-2-methylthioethylene). The yield is 97.3%. As a reaction SMILES: [Cl:1][C:2]1[CH:21]=[CH:20][CH:19]=[C:18]([Cl:22])[C:3]=1[NH:4][C:5]1[CH:10]=[CH:9][CH:8]=[CH:7][C:6]=1[CH:11]=[C:12]([S:15]([CH3:17])=[O:16])[S:13][CH3:14].[H-].[Na+].[CH2:25](Br)[C:26]1[CH:31]=[CH:30][CH:29]=[CH:28][CH:27]=1.O>CN(C=O)C>[CH2:25]([N:4]([C:5]1[CH:10]=[CH:9][CH:8]=[CH:7][C:6]=1[CH:11]=[C:12]([S:15]([CH3:17])=[O:16])[S:13][CH3:14])[C:3]1[C:18]([Cl:22])=[CH:19][CH:20]=[CH:21][C:2]=1[Cl:1])[C:26]1[CH:31]=[CH:30][CH:29]=[CH:28][CH:27]=1 |f:1.2|. Procedure: In 25 ml of DMF, 3.8 g (0.010 mole) of 1-[o-(2,6-dichloroanilino)phenyl]-2-methylsulfinyl-2-methylthioethylene was dissolved and 0.98 g (0.022 mole) of sodium hydride (55%; oil dispersion) was added at 20° to 30° C. and the mixture was stirred at 80° C. for 1 hour and cooled to 20° C. and 44 g (0.026 mole) of benzyl bromide was further added and the mixture was stirred at room temperature (20° to 30° C.) for 12 hours and the reaction mixture was poured into a large amount of water to precipitate... RXN SMILES: [C:1]([CH3:2])(=[O:3])[O:4][CH:5]1[CH:6]([CH2:29][OH:30])[CH2:7][CH:8]([n:10]2[cH:11][cH:12][c:13]3[c:14]2[n:15][cH:16][n:17][c:18]3[NH:19][CH:20]2[CH2:21][CH2:22][c:23]3[cH:24][cH:25][cH:26][cH:27][c:28]32)[CH2:9]1.[Cl:31][S:32](=[O:33])(=[O:34])[NH2:35]>>[C:1]([CH3:2])(=[O:3])[O:4][CH:5]1[CH:6]([CH2:29][O:30][S:32](=[O:33])(=[O:34])[NH2:35])[CH2:7][CH:8]([n:10]2[cH:11][cH:12][c:13]3[c:14]2[n:15][cH:16][n:17][c:18]3[NH:19][CH:20]2[CH2:21][CH2:22][c:23]3[cH:24][cH:25][cH:26][cH:27][c:28]32)[CH2:9]1. Yields the product CC(=O)OC1CC(n2ccc3c(NC4CCc5ccccc54)ncnc32)CC1COS(N)(=O)=O. Starting materials: CC(=O)OC1CC(n2ccc3c(NC4CCc5ccccc54)ncnc32)CC1CO, NS(=O)(=O)Cl. The product is Cc1c(CO)cccc1[N+](=O)[O-]. As a reaction SMILES: [BH4-:15].[CH3:17][OH:18].[CH3:1][c:2]1[c:3]([C:4](=[O:5])[O:6][CH3:7])[cH:8][cH:9][cH:10][c:11]1[N+:12](=[O:13])[O-:14].[CH3:20][C:21]([OH:22])([CH3:23])[CH3:24].[Na+:16].[OH2:19]>>[CH3:1][c:2]1[c:3]([CH2:4][OH:5])[cH:8][cH:9][cH:10][c:11]1[N+:12](=[O:13])[O-:14]. The reactants are [BH4-], CO, COC(=O)c1cccc([N+](=O)[O-])c1C, CC(C)(C)O, [Na+], O. Reactants: NC=1SC=C(N1)C(C(=O)NC1[C@@H]2N(C(=C(CS2)COC)C(=O)[O-])C1=O)=NOCC.[Na+] (sodium 7-[2-(2-aminothiazol-4-yl)-2-ethoxyiminoacetamido]--3-methoxymethyl-3-cephem-4-carboxylate), C(C(C)(C)C)(=O)OCI (iodomethyl pivalate). Product: NC=1SC=C(N1)C(C(=O)NC1[C@@H]2N(C(=C(CS2)COC)C(=O)OCOC(C(C)(C)C)=O)C1=O)=NOCC (Pivaloyloxymethyl 7-[2-(2-aminothiazol-4-yl)-2-ethoxyiminoacetamido]-3-methoxymethyl-3-cephem-4-carboxylate). RXN SMILES: [NH2:1][C:2]1[S:3][CH:4]=[C:5]([C:7](=[N:26][O:27][CH2:28][CH3:29])[C:8]([NH:10][CH:11]2[C:24](=[O:25])[N:13]3[C:14]([C:21]([O-:23])=[O:22])=[C:15]([CH2:18][O:19][CH3:20])[CH2:16][S:17][C@H:12]23)=[O:9])[N:6]=1.[Na+].[C:31]([O:37][CH2:38]I)(=[O:36])[C:32]([CH3:35])([CH3:34])[CH3:33]>>[NH2:1][C:2]1[S:3][CH:4]=[C:5]([C:7](=[N:26][O:27][CH2:28][CH3:29])[C:8]([NH:10][CH:11]2[C:24](=[O:25])[N:13]3[C:14]([C:21]([O:23][CH2:38][O:37][C:31](=[O:36])[C:32]([CH3:35])([CH3:34])[CH3:33])=[O:22])=[C:15]([CH2:18][O:19][CH3:20])[CH2:16][S:17][C@H:12]23)=[O:9])[N:6]=1 |f:0.1|. Reported procedure: The procedure described in Example 7 was repeated, except that sodium 7-[2-(2-aminothiazol-4-yl)-2-ethoxyiminoacetamido]--3-methoxymethyl-3-cephem-4-carboxylate and iodomethyl pivalate were used, to give the title compound. Starting materials: C(=O)=O (carbon dioxide), ClC1=CC=C(C=C1)S(=O)(=O)Cl (p-chlorobenzenesulfonyl chloride), NNC(=O)NN (carbohydrazide), C([O-])(O)=O.[Na+] (sodium bicarbonate), C(=O)=O (CO2). Solvent: C(C)O (ethanol). Reaction conditions: temperature 20 celsius. The product is ClC1=CC=C(C=C1)S(=O)(=O)NNC(=O)NNS(=O)(=O)C1=CC=C(C=C1)Cl (1,5-bis(p-chlorobenzenesulfonyl) carbohydrazide). Reaction SMILES: [Cl:1][C:2]1[CH:7]=[CH:6][C:5]([S:8](Cl)(=[O:10])=[O:9])=[CH:4][CH:3]=1.[NH2:12][NH:13][C:14]([NH:16][NH2:17])=[O:15].C(=O)(O)[O-].[Na+].C(=O)=O>C(O)C>[Cl:1][C:2]1[CH:7]=[CH:6][C:5]([S:8]([NH:12][NH:13][C:14]([NH:16][NH:17][S:8]([C:5]2[CH:6]=[CH:7][C:2]([Cl:1])=[CH:3][CH:4]=2)(=[O:10])=[O:9])=[O:15])(=[O:10])=[O:9])=[CH:4][CH:3]=1 |f:2.3|. Reported procedure: 211 g (1.0 mole) p-chlorobenzenesulfonyl chloride was added to a suspension of 45 g (0.5 mole) carbohydrazide and 100 g sodium bicarbonate in 1000 ml ethanol in a 3 liter reaction flask. The mixture was stirred and heated gradually to gentle reflux (80° C) as carbon dioxide was evolved. Heating was continued until CO2 no longer evolved (3 hours). The mix was cooled to 20° C and filtered. The mixture of product and sodium chloride was dried at 60° C. Yield = 227 g. The solid mixture was suspended... Starting materials: NC1=NC(=CC=C1[N+](=O)[O-])SC1=CC=CC=C1 (2-amino-3-nitro-6-(phenylmercapto)pyridine), [H][H] (hydrogen). The reagents and catalysts are [Ni] (Ni). Solvent: CC(C)O (2-propanol). Product: NC1=NC(=CC=C1N)SC1=CC=CC=C1 (2,3-diamino-6-(phenylmercapto)pyridine). Yield: 85.5%. Reaction SMILES: [NH2:1][C:2]1[C:7]([N+:8]([O-])=O)=[CH:6][CH:5]=[C:4]([S:11][C:12]2[CH:17]=[CH:16][CH:15]=[CH:14][CH:13]=2)[N:3]=1.[H][H]>CC(O)C.[Ni]>[NH2:1][C:2]1[C:7]([NH2:8])=[CH:6][CH:5]=[C:4]([S:11][C:12]2[CH:17]=[CH:16][CH:15]=[CH:14][CH:13]=2)[N:3]=1. Procedure details: 2,3-Diamino-6-(phenylmercapto)pyridine was prepared by hydrogenating 2-amino-3-nitro-6-(phenylmercapto)pyridine (107.1 g, 0.433 mol) under 5 atm of H2 in the presence of 30 g of Raney-Ni in 1200 mL of 2-propanol at 70° C. After 4 hours (29.1 L of hydrogen) the reaction mixture was cooled to 4° C. while stirring continuously. The precipitate was collected by vacuum filtration, washed with 2-propanol and dried at 50° C. under vacuum. The combined filtrates were concentrated under reduced pressure ... The reactants are C(C)(C)(C)OC(=O)N1CCN(CC1)C=1C=CC=C2C=C(C=NC12)I (4-(3-Iodoquinolin-8-yl)piperazine-1-carboxylic acid tert-butyl ester), CC1(C2=CC=CC(=C2OC=2C(=CC=CC12)P(C1=CC=CC=C1)C1=CC=CC=C1)P(C1=CC=CC=C1)C1=CC=CC=C1)C (9,9-Dimethyl-4,5-bis(diphenylphosphino)-xanthene), CC(C)([O-])C.[Na+] (sodium tert-butoxide), C(C1=CC=CC=C1)(C1=CC=CC=C1)=N (benzophenone imine), [Cl-].[Na+] (sodium chloride), C(=O)(O)[O-].[Na+] (NaHCO3). Reagents/catalysts: C=1C=CC(=CC1)/C=C/C(=O)/C=C/C2=CC=CC=C2.C=1C=CC(=CC1)/C=C/C(=O)/C=C/C2=CC=CC=C2.C=1C=CC(=CC1)/C=C/C(=O)/C=C/C2=CC=CC=C2.[Pd].[Pd] (tris(dibenzylideneacetone)dipalladium(0)), Cl (HCl). Run in C1CCOC1 (THF), C1(=CC=CC=C1)C (toluene), O (water), O (water). Yields the product C(C)(C)(C)OC(=O)N1CCN(CC1)C=1C=CC=C2C=C(C=NC12)N (4-(3-Aminoquinolin-8-yl)-piperazine-1-carboxylic acid tert-butyl ester). The yield is 46.8%. RXN SMILES: [C:1]([O:5][C:6]([N:8]1[CH2:13][CH2:12][N:11]([C:14]2[CH:15]=[CH:16][CH:17]=[C:18]3[C:23]=2[N:22]=[CH:21][C:20](I)=[CH:19]3)[CH2:10][CH2:9]1)=[O:7])([CH3:4])([CH3:3])[CH3:2].CC1(C)C2C=CC=C(P(C3C=CC=CC=3)C3C=CC=CC=3)C=2OC2C1=CC=CC=2P(C1C=CC=CC=1)C1C=CC=CC=1.CC(C)([O-])C.[Na+].C(=[NH:86])(C1C=CC=CC=1)C1C=CC=CC=1.[Cl-].[Na+].C([O-])(O)=O.[Na+]>C1(C)C=CC=CC=1.C1COCC1.Cl.C1C=CC(/C=C/C(/C=C/C2C=CC=CC=2)=O)=CC=1.C1C=CC(/C=C/C(/C=C/C2C=CC=CC=2)=O)=CC=1.C1C=CC(/C=C/C(/C=C/C2C=CC=CC=2)=O)=CC=1.[Pd].[Pd].O>[C:1]([O:5][C:6]([N:8]1[CH2:13][CH2:12][N:11]([C:14]2[CH:15]=[CH:16][CH:17]=[C:18]3[C:23]=2[N:22]=[CH:21][C:20]([NH2:86])=[CH:19]3)[CH2:10][CH2:9]1)=[O:7])([CH3:4])([CH3:3])[CH3:2] |f:2.3,5.6,7.8,12.13.14.15.16|. Procedure: In a 10-mL sealed tube was heated 4-(3-Iodoquinolin-8-yl)piperazine-1-carboxylic acid tert-butyl ester (520.0 mg, 1.184 mmol), 9,9-Dimethyl-4,5-bis(diphenylphosphino)-xanthene (137 mg, 0.2367 mmol), tris(dibenzylideneacetone)dipalladium(0) (108.4 mg, 0.1184 mmol), sodium tert-butoxide (341.3 mg, 3.551 mmol), and benzophenone imine (218 L, 1.30 mmol) in 13 mL toluene at 100° C. for 5 hours. The reaction was cooled and water and sodium chloride were added. The product was extracted with DCM, dried... Starting materials: NN, C1COCCO1, O, CCOC(=O)c1cnn(-c2ccc(N(CCO)CCO)nn2)c1N. Yields the product NNC(=O)c1cnn(-c2ccc(N(CCO)CCO)nn2)c1N. As a reaction SMILES: [NH2:26][NH2:27].[O:28]1[CH2:29][CH2:30][O:31][CH2:32][CH2:33]1.[OH2:25].[OH:1][CH2:2][CH2:3][N:4]([c:5]1[n:6][n:7][c:8](-[n:11]2[n:12][cH:13][c:14]([C:17]([O:19][CH2:18][CH3:20])=[O:21])[c:15]2[NH2:16])[cH:9][cH:10]1)[CH2:22][CH2:23][OH:24]>>[OH:1][CH2:2][CH2:3][N:4]([c:5]1[n:6][n:7][c:8](-[n:11]2[n:12][cH:13][c:14]([C:17](=[O:19])[NH:26][NH2:27])[c:15]2[NH2:16])[cH:9][cH:10]1)[CH2:22][CH2:23][OH:24]. The reactants are FC1=C(C=CC(=C1)I)NC1=C(C(N(C(N1C)=O)C)=O)C(=O)OC1=CC=CC=C1 (Phenyl 6-(2-fluoro-4-iodophenylamino)-1,3-dimethyl-2,4-dioxo-1,2,3,4-tetrahydropyrimidine-5-carboxylate), N1CCNCC1 (piperazine). Yields the product FC1=C(C=CC(=C1)I)NC1=C(C(N(C(N1C)=O)C)=O)C(=O)N1CCNCC1 (6-(2-Fluoro-4-iodophenylamino)-1,3-dimethyl-5-(piperazine-1-carbonyl)pyrimidine-2,4(1H,3H)-dione). As a reaction SMILES: [F:1][C:2]1[CH:7]=[C:6]([I:8])[CH:5]=[CH:4][C:3]=1[NH:9][C:10]1[N:15]([CH3:16])[C:14](=[O:17])[N:13]([CH3:18])[C:12](=[O:19])[C:11]=1[C:20]([O:22]C1C=CC=CC=1)=O.[NH:29]1[CH2:34][CH2:33][NH:32][CH2:31][CH2:30]1>>[F:1][C:2]1[CH:7]=[C:6]([I:8])[CH:5]=[CH:4][C:3]=1[NH:9][C:10]1[N:15]([CH3:16])[C:14](=[O:17])[N:13]([CH3:18])[C:12](=[O:19])[C:11]=1[C:20]([N:29]1[CH2:34][CH2:33][NH:32][CH2:31][CH2:30]1)=[O:22]. Procedure: Example 43 was synthesized following a similar procedure described in the synthesis of Example 5 by reaction of compound 2A and piperazine. 1H NMR (400 MHz, CDCl3) δ 7.61 (d, J=8.0 Hz, 1H) 7.56 (d, J=8.0 Hz, 1H) 6.99 (t, J=8.0 Hz, 1H) 3.93 (m, 1 H) 3.77 (m, 1H) 3.51 (s, 3H) 3.25 (s, 3H) 3.17 (m, 4H) 2.98 (m, 1H) 2.52 (m, 1H). [M+H] calc'd for C17H19FIN5O3, 488; found, 488.